From a dataset of the Open Reaction Database (ORD), a public repository of structured organic reaction records. describe an organic reaction: reactants, conditions, products, and yield Starting materials: Cl (hydrochloric acid), [OH-].[Na+] (sodium hydroxide), COC=1C=CC2=C(CCC=3C(=CNC23)CCNC(C)=O)C1 (N-[2-(4,5-Dihydro-7-methoxy-1H-benzo[g]indol-3-yl)ethyl]acetamide). Solvent: C(Cl)Cl (methylene chloride), C(Cl)Cl (methylene chloride), C(Cl)Cl (methylene chloride). Run at temperature -15 celsius, time 8 hour. Yields the product OC=1C=CC2=C(CCC=3C=CN(C23)CCNC(C)=O)C1 (N-[2-[4,5-dihydro-7-hydroxy-1H-benzo[g]indol-1-yl)ethyl]acetamide). The yield is 65.0%. Reaction SMILES: C[O:2][C:3]1[CH:4]=[CH:5][C:6]2[C:14]3[NH:13][CH:12]=[C:11](CCNC(=O)C)[C:10]=3[CH2:9][CH2:8][C:7]=2[CH:21]=1.[OH-:22].[Na+].Cl>C(Cl)Cl>[OH:2][C:3]1[CH:4]=[CH:5][C:6]2[C:14]3[N:13]([CH2:11][CH2:12][NH:13][C:14](=[O:22])[CH3:10])[CH:12]=[CH:11][C:10]=3[CH2:9][CH2:8][C:7]=2[CH:21]=1 |f:1.2|. Reported procedure: N-[2-(4,5-Dihydro-7-methoxy-1H-benzo[g]indol-3-yl)ethyl]acetamide (48.8 g) was dissolved in 1000 ml of methylene chloride under argon, cooled to -15° C. and treated at this temperature while stirring with a solution of 50 ml of borontribromide in 300 ml of methylene chloride. The mixture was stirred at -15° C. for 1 hour, at 0° C. for 5 hours at room temperature overnight. The reaction mixture was treated at -10° C. with 1000 ml of 2N sodium hydroxide solution and stirred at room temperature for... Starting materials: CS(=O)(=O)Cl, Cc1c(N)cccc1CC#N, c1ccncc1. Yields the product Cc1c(CC#N)cccc1NS(C)(=O)=O. Reaction SMILES: [CH3:12][S:13]([Cl:14])(=[O:15])=[O:16].[NH2:1][c:2]1[c:3]([CH3:11])[c:4]([CH2:8][C:9]#[N:10])[cH:5][cH:6][cH:7]1.[cH:17]1[cH:18][cH:19][n:20][cH:21][cH:22]1>>[NH:1]([c:2]1[c:3]([CH3:11])[c:4]([CH2:8][C:9]#[N:10])[cH:5][cH:6][cH:7]1)[S:13]([CH3:12])(=[O:15])=[O:16]. Reactants: CS(=O)(=O)Cl, O, OCCC1(c2ccccc2)C=CCC=C1, c1ccncc1. Product: CS(=O)(=O)OCCC1(c2ccccc2)C=CCC=C1. As a reaction SMILES: [CH3:1][S:2]([Cl:3])(=[O:4])=[O:5].[OH2:27].[c:6]1([C:12]2([CH2:18][CH2:19][OH:20])[CH:13]=[CH:14][CH2:15][CH:16]=[CH:17]2)[cH:7][cH:8][cH:9][cH:10][cH:11]1.[cH:21]1[cH:22][cH:23][n:24][cH:25][cH:26]1>>[CH3:1][S:2](=[O:4])(=[O:5])[O:20][CH2:19][CH2:18][C:12]1([c:6]2[cH:7][cH:8][cH:9][cH:10][cH:11]2)[CH:13]=[CH:14][CH2:15][CH:16]=[CH:17]1. Starting materials: N1=CC(=CC=C1)CNC(SC)=NC#N (N-pyrid-3-ylmethyl-N'-cyano-S -methylisothiourea), C(C)N (ethylamine). Reaction conditions: temperature 80 celsius. The product is N1=CC(=CC=C1)CNC(=NC#N)NCC (N-pyrid-3-ylmethyl-N'-ethyl-N"-cyanoguanidine). As a reaction SMILES: [N:1]1[CH:6]=[CH:5][CH:4]=[C:3]([CH2:7][NH:8][C:9](=[N:12][C:13]#[N:14])SC)[CH:2]=1.[CH2:15]([NH2:17])[CH3:16]>>[N:1]1[CH:6]=[CH:5][CH:4]=[C:3]([CH2:7][NH:8][C:9]([NH:17][CH2:15][CH3:16])=[N:12][C:13]#[N:14])[CH:2]=1. Procedure: 6.2 g of N-pyrid-3-ylmethyl-N'-cyano-S -methylisothiourea are stirred together with 30 ml of ethylamine (70% in water) for one hour at 60° C. and then heated for 30 minutes at 80° C. The product that crystallises out when the mixture is cooled is washed with cold water and corresponds to the title compound of formula ##STR10## having a melting point of 177°-179° C. (compound No. 1). The reactants are BrC1=CC=C(S1)C(=O)OCC (ethyl 5-bromothiophene-2-carboxylate), CO[C@@H]1CNCC[C@@H]1NC(OCC1=CC=CC=C1)=O (benzyl cis(±)-(3-methoxypiperidin-4-yl)-carbamate), C=1C=CC(=CC1)P(C=2C=CC=CC2)C3=CC=C4C=CC=CC4=C3C5=C6C=CC=CC6=CC=C5P(C=7C=CC=CC7)C=8C=CC=CC8 (BINAP), C([O-])([O-])=O.[Cs+].[Cs+] (cesium carbonate). The reagents and catalysts are C(C)(=O)[O-].[Pd+2].C(C)(=O)[O-] (palladium acetate). The solvent is C1(=CC=CC=C1)C (toluene), C(C)(=O)OCC (ethyl acetate). Run at temperature 110 celsius, time 39 hour. Product: C(C1=CC=CC=C1)OC(=O)N[C@@H]1[C@@H](CN(CC1)C1=CC=C(S1)C(=O)OC)OC (Methyl cis(±)-5-(4-{[(benzyloxy)carbonyl]amino}-3-methoxypiperidin-1-yl)thiophene-2-carboxylate). Yield: 60.4%. RXN SMILES: Br[C:2]1[S:6][C:5]([C:7]([O:9][CH2:10]C)=[O:8])=[CH:4][CH:3]=1.[CH3:12][O:13][C@H:14]1[C@@H:19]([NH:20][C:21](=[O:30])[O:22][CH2:23][C:24]2[CH:29]=[CH:28][CH:27]=[CH:26][CH:25]=2)[CH2:18][CH2:17][NH:16][CH2:15]1.C1C=CC(P(C2C(C3C(P(C4C=CC=CC=4)C4C=CC=CC=4)=CC=C4C=3C=CC=C4)=C3C(C=CC=C3)=CC=2)C2C=CC=CC=2)=CC=1.C(=O)([O-])[O-].[Cs+].[Cs+]>C1(C)C=CC=CC=1.C(OCC)(=O)C.C([O-])(=O)C.[Pd+2].C([O-])(=O)C>[CH2:23]([O:22][C:21]([NH:20][C@H:19]1[CH2:18][CH2:17][N:16]([C:2]2[S:6][C:5]([C:7]([O:9][CH3:10])=[O:8])=[CH:4][CH:3]=2)[CH2:15][C@H:14]1[O:13][CH3:12])=[O:30])[C:24]1[CH:25]=[CH:26][CH:27]=[CH:28][CH:29]=1 |f:3.4.5,8.9.10|. Procedure details: A suspension of ethyl 5-bromothiophene-2-carboxylate obtained in Example (244a) (100 mg, 0.45 mmol), benzyl cis(±)-(3-methoxypiperidin-4-yl)-carbamate obtained in Example (40b) (143 mg, 0.54 mmol), palladium acetate (10 mg, 0.05 mmol), BINAP (28 mg, 0.05 mmol) and cesium carbonate (206 mg, 0.63 mmol) in toluene was stirred at 110° C. for 39 hours. The reaction solution was diluted with ethyl acetate, washed with water and brine, and then dried over anhydrous magnesium sulfate. Following filtrati... Starting materials: C(C)(=O)O.NCC(=O)NCC(=O)N (glycylglycinamide acetate), resin, CO (methanol). Run in CC(=O)C (acetone). Conditions: time 1 hour. Yields the product CC1(N(C(CN1)=O)CC(=O)N)C (2,2-dimethyl-5-oxo-1-imidazolidineacetamide). As a reaction SMILES: [C:1](O)(=O)[CH3:2].[NH2:5][CH2:6][C:7]([NH:9][CH2:10][C:11]([NH2:13])=[O:12])=[O:8].[CH3:14]O>CC(C)=O>[CH3:14][C:1]1([CH3:2])[NH:5][CH2:6][C:7](=[O:8])[N:9]1[CH2:10][C:11]([NH2:13])=[O:12] |f:0.1|. Procedure details: (1) To a solution of glycylglycinamide acetate (10 g) in methanol (250 ml) and acetone (125 ml), Amberlite IRA-68 resin (20 g) (from Rohm & Haas, Philadelphia, USA) was added. Amberlite is a registered trade mark and IRA-68 is a weakly basic resin. The suspension was stirred at room temperature for 1 hour, then resin was filtered off and the solution was evaporated under reduced pressure. The residue was suspended in refluxing acetone (250 ml) and methanol was added to obtain a clear solution, w... Reaction SMILES: [CH2:1]([O:3][C:4](=[O:28])[CH:5]([CH2:11][C:12]1[CH:17]=[CH:16][C:15]([O:18][CH2:19][C:20]2[C:25]([Cl:26])=[CH:24][CH:23]=[CH:22][C:21]=2[Cl:27])=[CH:14][CH:13]=1)[C:6]([O:8]CC)=[O:7])[CH3:2].[OH-].[K+]>C(O)C.O>[CH2:1]([O:3][C:4](=[O:28])[CH:5]([CH2:11][C:12]1[CH:17]=[CH:16][C:15]([O:18][CH2:19][C:20]2[C:25]([Cl:26])=[CH:24][CH:23]=[CH:22][C:21]=2[Cl:27])=[CH:14][CH:13]=1)[C:6]([OH:8])=[O:7])[CH3:2] |f:1.2|. Product: C(C)OC(C(C(=O)O)CC1=CC=C(C=C1)OCC1=C(C=CC=C1Cl)Cl)=O (4-(2,6-Dichlorobenzyloxy)benzylmalonic acid monoethyl ester). Reactants: C(C)OC(C(C(=O)OCC)CC1=CC=C(C=C1)OCC1=C(C=CC=C1Cl)Cl)=O (diethyl[4-(2,6-dichlorobenzyloxy)benzyl]malonate), [OH-].[K+] (potassium hydroxide). Reported procedure: A solution of diethyl[4-(2,6-dichlorobenzyloxy)benzyl]malonate (3.02 g, 7.1 mmol) in ethanol (70 mL) with potassium hydroxide (0.48 g, 7.4 mmol) was stirred at room temperature for 18 h. The reaction mixture was diluted with water (100 mL) then concentrated to half the original volume in vacuo. The resulting aqueous solution was washed with ether then acidified with 3N HCl and the product extracted into ethyl acetate. The organic extract was washed with water then brine and dried (Na2SO4). Remov... The yield is 101.4%. Solvent: O (water), C(C)O (ethanol). The reactants are C(C)(=O)OC1=CC=C(C2COC3=CC(=CC=C3C2=O)OC(C)=O)C=C1 (4′,7-diacetoxyisoflavanone). The reagents and catalysts are [Pt](=O)=O (Platinum(IV)oxide). Solvent: C(C)(=O)OCC (ethyl acetate). Reaction conditions: time 55 hour. Product: C(C)(=O)OC1=CC=C([C@@H]2COC3=CC(=CC=C3[C@@H]2O)OC(C)=O)C=C1 (cis-4′,7-diacetoxyisoflavan-4-ol). Reaction SMILES: [C:1]([O:4][C:5]1[CH:25]=[CH:24][C:8]([CH:9]2[C:18](=[O:19])[C:17]3[C:12](=[CH:13][C:14]([O:20][C:21](=[O:23])[CH3:22])=[CH:15][CH:16]=3)[O:11][CH2:10]2)=[CH:7][CH:6]=1)(=[O:3])[CH3:2]>C(OCC)(=O)C.[Pt](=O)=O>[C:1]([O:4][C:5]1[CH:25]=[CH:24][C:8]([C@H:9]2[C@@H:18]([OH:19])[C:17]3[C:12](=[CH:13][C:14]([O:20][C:21](=[O:23])[CH3:22])=[CH:15][CH:16]=3)[O:11][CH2:10]2)=[CH:7][CH:6]=1)(=[O:3])[CH3:2]. Procedure details: Platinum(IV)oxide (Adam's catalyst) (0.05 g) was added to a solution of 4′,7-diacetoxyisoflavanone (0.25 g, 0.7 mmol) in ethyl acetate (40 ml) and the mixture was stirred at room temperature under a hydrogen atmosphere for 55 h. The catalyst was removed by filtration through Celite and the filtrate was evaporated in vacuo to yield predominantly the cis-4′,7-diacetoxyisoflavan-4-ol. Reactants: CC(C)(C)c1cc(NC(=O)Oc2ccccc2)no1, C1CCC2=NCCCN2CC1, CC#N, Nc1cc(O)ccc1F. The product is CC(C)(C)c1cc(NC(=O)Nc2cc(O)ccc2F)no1. Reaction SMILES: [C:1]([CH3:2])([CH3:3])([CH3:4])[c:5]1[cH:6][c:7]([NH:10][C:11]([O:12][c:13]2[cH:14][cH:15][cH:16][cH:17][cH:18]2)=[O:19])[n:8][o:9]1.[CH2:29]1[CH2:30][CH2:31][C:32]2=[N:37][CH2:36][CH2:35][CH2:34][N:33]2[CH2:38][CH2:39]1.[CH3:40][C:41]#[N:42].[NH2:20][c:21]1[cH:22][c:23]([OH:28])[cH:24][cH:25][c:26]1[F:27]>>[C:1]([CH3:2])([CH3:3])([CH3:4])[c:5]1[cH:6][c:7]([NH:10][C:11](=[O:19])[NH:20][c:21]2[cH:22][c:23]([OH:28])[cH:24][cH:25][c:26]2[F:27])[n:8][o:9]1. Starting materials: [N+](=O)([O-])C1=C(C(=O)OC(C)C)C=CC(=C1)C(=O)OC(C)C (Diisopropyl nitroterephthalate), C(C1=CC=CC=C1)S (benzylmercaptan), [H-].[Na+] (sodium hydride), [N+](=O)([O-])C1=C(C(=O)OC(C)C)C=CC(=C1)C(=O)OC(C)C (Diisopropyl nitroterephthalate), acid ( a ), Cl (hydrogen chloride). Run in C(C)(C)O (isopropanol), CS(=O)C (dimethylsulfoxide), CN(C=O)C (dimethylformamide), C(C)(C)O (isopropanol). The product is C(C1=CC=CC=C1)SC1=C(C(=O)OC(C)C)C=CC(=C1)C(=O)OC(C)C (diisopropyl (benzylthio)-terephthalate). As a reaction SMILES: [N+]([C:4]1[CH:15]=[C:14]([C:16]([O:18][CH:19]([CH3:21])[CH3:20])=[O:17])[CH:13]=[CH:12][C:5]=1[C:6]([O:8][CH:9]([CH3:11])[CH3:10])=[O:7])([O-])=O.Cl.[CH2:23]([SH:30])[C:24]1[CH:29]=[CH:28][CH:27]=[CH:26][CH:25]=1.[H-].[Na+]>CS(C)=O.CN(C)C=O.C(O)(C)C>[CH2:23]([S:30][C:4]1[CH:15]=[C:14]([C:16]([O:18][CH:19]([CH3:21])[CH3:20])=[O:17])[CH:13]=[CH:12][C:5]=1[C:6]([O:8][CH:9]([CH3:11])[CH3:10])=[O:7])[C:24]1[CH:29]=[CH:28][CH:27]=[CH:26][CH:25]=1 |f:3.4|. Procedure details: The novel compounds of this invention are prepared according to the reaction scheme outlined in the flow sheets which follow: ##STR5## ##STR6## ##STR7## ##STR8## ##STR9## ##STR10## ##STR11## ##STR12## ##STR13## ##STR14## ##STR15## ##STR16##Diisopropyl nitroterephthalate (1) is prepared by esterifyingnitroterephthalic acid (a) with isopropanol, the isopropanol serving bothas reactant and solvent, in the presence of hydrogen chloride at atemperature of from about 25° C. to the reflux temperature o...